Dataset: the Open Reaction Database (ORD), a public repository of structured organic reaction records. Task: describe an organic reaction: reactants, conditions, products, and yield Reactants: O=C(O)c1ncn(C(c2ccccc2)(c2ccccc2)c2ccccc2)n1, CN(C)C=O, CCN(C(C)C)C(C)C, Cl, CCCCn1c(N)c(NC(=O)Cc2ccc(N)cc2)c(=O)n(Cc2ccccc2F)c1=O, O, On1nnc2ccccc21. Product: CCCCn1c(N)c(NC(=O)Cc2ccc(NC(=O)c3ncn(C(c4ccccc4)(c4ccccc4)c4ccccc4)n3)cc2)c(=O)n(Cc2ccccc2F)c1=O. Reaction SMILES: [C:1]([c:2]1[cH:3][cH:4][cH:5][cH:6][cH:7]1)([c:8]1[cH:9][cH:10][cH:11][cH:12][cH:13]1)([c:14]1[cH:15][cH:16][cH:17][cH:18][cH:19]1)[n:20]1[n:21][c:22]([C:25](=[O:26])[OH:27])[n:23][cH:24]1.[CH3:81][N:82]([CH3:83])[CH:84]=[O:85].[CH:72]([N:73]([CH2:74][CH3:75])[CH:76]([CH3:77])[CH3:78])([CH3:79])[CH3:80].[ClH:39].[NH2:40][c:41]1[c:42]([NH:61][C:62]([CH2:63][c:64]2[cH:65][cH:66][c:67]([NH2:70])[cH:68][cH:69]2)=[O:71])[c:43](=[O:60])[n:44]([CH2:52][c:53]2[c:54]([F:59])[cH:55][cH:56][cH:57][cH:58]2)[c:45](=[O:51])[n:46]1[CH2:47][CH2:48][CH2:49][CH3:50].[OH2:28].[OH:29][n:30]1[c:31]2[cH:32][cH:33][cH:34][cH:35][c:36]2[n:37][n:38]1>>[C:1]([c:2]1[cH:3][cH:4][cH:5][cH:6][cH:7]1)([c:8]1[cH:9][cH:10][cH:11][cH:12][cH:13]1)([c:14]1[cH:15][cH:16][cH:17][cH:18][cH:19]1)[n:20]1[n:21][c:22]([C:25](=[O:26])[NH:70][c:67]2[cH:66][cH:65][c:64]([CH2:63][C:62]([NH:61][c:42]3[c:41]([NH2:40])[n:46]([CH2:47][CH2:48][CH2:49][CH3:50])[c:45](=[O:51])[n:44]([CH2:52][c:53]4[c:54]([F:59])[cH:55][cH:56][cH:57][cH:58]4)[c:43]3=[O:60])=[O:71])[cH:69][cH:68]2)[n:23][cH:24]1. Starting materials: CO, Cl, [K+], CCOC(=O)C1CCN(c2ncccc2[N+](=O)[O-])CC1, [OH-], O. Product: O=C(O)C1CCN(c2ncccc2[N+](=O)[O-])CC1. As a reaction SMILES: [CH3:24][OH:25].[ClH:23].[K+:2].[N+:3](=[O:4])([O-:5])[c:6]1[c:7]([N:12]2[CH2:13][CH2:14][CH:15]([C:18](=[O:19])[O:20][CH2:21][CH3:22])[CH2:16][CH2:17]2)[n:8][cH:9][cH:10][cH:11]1.[OH-:1].[OH2:26]>>[N+:3](=[O:4])([O-:5])[c:6]1[c:7]([N:12]2[CH2:13][CH2:14][CH:15]([C:18](=[O:19])[OH:20])[CH2:16][CH2:17]2)[n:8][cH:9][cH:10][cH:11]1. Reactants: CC(C)(C)O, COc1cc(C(=O)O)ccc1N, CN1C(=O)C(F)(F)CN(C2CCCC2)c2nc(Cl)ncc21, Cl. Product: COc1cc(C(=O)O)ccc1Nc1ncc2c(n1)N(C1CCCC1)CC(F)(F)C(=O)N2C. Reaction SMILES: [C:35]([OH:36])([CH3:37])([CH3:38])[CH3:39].[CH3:22][O:23][c:24]1[cH:25][c:26]([C:27](=[O:28])[OH:29])[cH:30][cH:31][c:32]1[NH2:33].[Cl:1][c:2]1[n:3][cH:4][c:5]2[c:6]([n:21]1)[N:7]([CH:16]1[CH2:17][CH2:18][CH2:19][CH2:20]1)[CH2:8][C:9]([F:14])([F:15])[C:10](=[O:13])[N:11]2[CH3:12].[ClH:34]>>[c:2]1([NH:33][c:32]2[c:24]([O:23][CH3:22])[cH:25][c:26]([C:27](=[O:28])[OH:29])[cH:30][cH:31]2)[n:3][cH:4][c:5]2[c:6]([n:21]1)[N:7]([CH:16]1[CH2:17][CH2:18][CH2:19][CH2:20]1)[CH2:8][C:9]([F:14])([F:15])[C:10](=[O:13])[N:11]2[CH3:12]. The reactants are BrC1=C(C(=O)OC)C=CC(=C1)C(=O)OC (dimethyl 2-bromoterephthalate), C(C1=CC=CC=C1)NC(=O)N (benzylurea). Product: C(C1=CC=CC=C1)N1C(NC2=CC(=CC=C2C1=O)C(=O)OC)=O (methyl 3-benzyl-2,4-dioxo-1,2,3,4-tetrahydroquinazoline-7-carboxylate). Reaction SMILES: Br[C:2]1[CH:11]=[C:10]([C:12]([O:14][CH3:15])=[O:13])[CH:9]=[CH:8][C:3]=1[C:4]([O:6]C)=O.[CH2:16]([NH:23][C:24]([NH2:26])=[O:25])[C:17]1[CH:22]=[CH:21][CH:20]=[CH:19][CH:18]=1>>[CH2:16]([N:23]1[C:4](=[O:6])[C:3]2[C:2](=[CH:11][C:10]([C:12]([O:14][CH3:15])=[O:13])=[CH:9][CH:8]=2)[NH:26][C:24]1=[O:25])[C:17]1[CH:22]=[CH:21][CH:20]=[CH:19][CH:18]=1. Reported procedure: The title compound was prepared from dimethyl 2-bromoterephthalate (2.4 g, 8.8 mmol) and benzylurea (1.7 g, 11.4 mmol) following the procedure outlined in Example 14, step 1 (1.8 g, 66%). LC-MS: (FA) ES+ 311. The reactants are Cl.C(C1=CC=CC=C1)OC([C@@H]1NCCC1)=O (D-Proline benzyl ester hydrochloride), S1C(=CC=C1C(=O)O)C(=O)O (thiophene-2,5-dicarboxylic acid). The solvent is CCOC(=O)C (EtOAc). Product: C(C1=CC=CC=C1)OC(=O)[C@@H]1N(CCC1)C(=O)C=1SC(=CC1)C(=O)N1[C@H](CCC1)C(=O)OCC1=CC=CC=C1 ((R)-1-[5-[(R)-2-Benzyloxycarbonyl-pyrrolidine-1-carbonyl]-thiophene-2-carbonyl]-pyrrolidine-2-carboxylic acid benzyl ester). Isolated yield 82.1%. RXN SMILES: Cl.[CH2:2]([O:9][C:10](=[O:16])[C@H:11]1[CH2:15][CH2:14][CH2:13][NH:12]1)[C:3]1[CH:8]=[CH:7][CH:6]=[CH:5][CH:4]=1.[S:17]1[C:21]([C:22]([OH:24])=O)=[CH:20][CH:19]=[C:18]1[C:25]([OH:27])=O>CCOC(C)=O>[CH2:2]([O:9][C:10]([C@H:11]1[CH2:15][CH2:14][CH2:13][N:12]1[C:22]([C:21]1[S:17][C:18]([C:25]([N:12]2[CH2:13][CH2:14][CH2:15][C@@H:11]2[C:10]([O:9][CH2:2][C:3]2[CH:8]=[CH:7][CH:6]=[CH:5][CH:4]=2)=[O:16])=[O:27])=[CH:19][CH:20]=1)=[O:24])=[O:16])[C:3]1[CH:4]=[CH:5][CH:6]=[CH:7][CH:8]=1 |f:0.1|. Procedure: Using General Procedure A with 2.0 g (8.2 mmol) D-Proline benzyl ester hydrochloride and 700 mg (4.1 mmol) thiophene-2,5-dicarboxylic acid afforded, after flash chromatography (EtOAc), 1.84 g (84%) of the title compound as a yellow crystalline solid. MS m/e (%): 564 (M+NH4+, 70), 547 (M+H+, 100). The reactants are COCOc1cc(C(C)(C)CCCNC(=O)C(F)(F)F)ccc1Br, CO, [K+], C1CCOC1, [OH-]. Product: COCOc1cc(C(C)(C)CCCN)ccc1Br. RXN SMILES: [Br:1][c:2]1[c:3]([O:21][CH2:22][O:23][CH3:24])[cH:4][c:5]([C:8]([CH2:9][CH2:10][CH2:11][NH:12][C:13](=[O:14])[C:15]([F:16])([F:17])[F:18])([CH3:19])[CH3:20])[cH:6][cH:7]1.[CH3:27][OH:28].[K+:26].[O:29]1[CH2:30][CH2:31][CH2:32][CH2:33]1.[OH-:25]>>[Br:1][c:2]1[c:3]([O:21][CH2:22][O:23][CH3:24])[cH:4][c:5]([C:8]([CH2:9][CH2:10][CH2:11][NH2:12])([CH3:19])[CH3:20])[cH:6][cH:7]1. The reactants are CCOC(=O)CCC(N)C(=O)OCC, O=C(O)CCc1ccc(O)cc1. Yields the product CCOC(=O)CCC(NC(=O)CCc1ccc(O)cc1)C(=O)OCC. RXN SMILES: [CH2:13]([CH3:14])[O:15][C:16]([CH:17]([NH2:18])[CH2:19][CH2:20][C:21](=[O:22])[O:23][CH2:24][CH3:25])=[O:26].[OH:1][c:2]1[cH:3][cH:4][c:5]([CH2:8][CH2:9][C:10](=[O:11])[OH:12])[cH:6][cH:7]1>>[OH:1][c:2]1[cH:3][cH:4][c:5]([CH2:8][CH2:9][C:10](=[O:12])[NH:18][CH:17]([C:16]([O:15][CH2:13][CH3:14])=[O:26])[CH2:19][CH2:20][C:21](=[O:22])[O:23][CH2:24][CH3:25])[cH:6][cH:7]1. Starting materials: O=C([O-])[O-], COC(=O)c1cc(N)c(C(=O)OC)[se]1, CNC, Cl, [K+], [K+], O=N[O-], [Na+], O. Yields the product COC(=O)c1cc(N=NN(C)C)c(C(=O)OC)[se]1. RXN SMILES: [C:20](=[O:21])([O-:22])[O-:23].[CH3:1][O:2][C:3](=[O:4])[c:5]1[se:6][c:7]([C:11](=[O:12])[O:13][CH3:14])[cH:8][c:9]1[NH2:10].[CH3:26][NH:27][CH3:28].[ClH:15].[K+:24].[K+:25].[N:16]([O-:17])=[O:18].[Na+:19].[OH2:29]>>[CH3:1][O:2][C:3](=[O:4])[c:5]1[se:6][c:7]([C:11](=[O:12])[O:13][CH3:14])[cH:8][c:9]1[N:10]=[N:16][N:27]([CH3:26])[CH3:28].